This data is from the Open Reaction Database (ORD), a public repository of structured organic reaction records. The task is: describe an organic reaction: reactants, conditions, products, and yield Reactants: C(C)(C)(C)[Si](OC1=CC=C2C=CNC2=C1)(C)C (6-(tert-butyl-dimethyl-silanyloxy)-1H-indole), C(C)(C)(C)OC(CBr)=O (bromo-acetic acid tert-butyl ester), [H-].[Na+] (sodium hydride). Product: C(C)(C)(C)OC(CN1C=CC2=CC=C(C=C12)O[Si](C)(C)C(C)(C)C)=O ([6-(tert-butyl-dimethyl-silanyloxy)-indol-1-yl]-acetic acid tert-butyl ester). As a reaction SMILES: [C:1]([Si:5]([CH3:17])([CH3:16])[O:6][C:7]1[CH:15]=[C:14]2[C:10]([CH:11]=[CH:12][NH:13]2)=[CH:9][CH:8]=1)([CH3:4])([CH3:3])[CH3:2].[C:18]([O:22][C:23](=[O:26])[CH2:24]Br)([CH3:21])([CH3:20])[CH3:19].[H-].[Na+]>>[C:18]([O:22][C:23](=[O:26])[CH2:24][N:13]1[C:14]2[C:10](=[CH:9][CH:8]=[C:7]([O:6][Si:5]([C:1]([CH3:4])([CH3:3])[CH3:2])([CH3:17])[CH3:16])[CH:15]=2)[CH:11]=[CH:12]1)([CH3:21])([CH3:20])[CH3:19] |f:2.3|. Reported procedure: In analogy to the procedure described in example 1 b], 6-(tert-butyl-dimethyl-silanyloxy)-1H-indole was reacted with bromo-acetic acid tert-butyl ester in the presence of sodium hydride to obtain [6-(tert-butyl-dimethyl-silanyloxy)-indol-1-yl]-acetic acid tert-butyl ester as colorless liquid. The reactants are CC(=O)OCNC(=O)c1cccc(C)c1, N#Cc1ccccc1N1CCNCC1, COc1ccccc1N1CCNCC1. Product: COc1ccccc1N1CCN(CNC(=O)c2cccc(C)c2)CC1. Reaction SMILES: [C:1]([O:2][CH2:5][NH:6][C:7]([c:8]1[cH:9][c:10]([CH3:14])[cH:11][cH:12][cH:13]1)=[O:15])(=[O:3])[CH3:4].[C:30]([c:31]1[cH:32][cH:33][cH:34][cH:35][c:36]1[N:37]1[CH2:38][CH2:39][NH:40][CH2:41][CH2:42]1)#[N:43].[CH3:16][O:17][c:18]1[c:19]([N:24]2[CH2:25][CH2:26][NH:27][CH2:28][CH2:29]2)[cH:20][cH:21][cH:22][cH:23]1>>[CH2:5]([NH:6][C:7]([c:8]1[cH:9][c:10]([CH3:14])[cH:11][cH:12][cH:13]1)=[O:15])[N:27]1[CH2:26][CH2:25][N:24]([c:19]2[c:18]([O:17][CH3:16])[cH:23][cH:22][cH:21][cH:20]2)[CH2:29][CH2:28]1. Reactants: C(C)N(C(CO)=O)CC (N,N-diethyl-2-hydroxy-acetamide), Compound G, C1(=CC=CC=C1)P(C1=CC=CC=C1)C1=CC=CC=C1 (Triphenylphosphine), BrN1C(CCC1=O)=O (N-bromosuccinimide), C(C)(C)N(C(C)C)CC (N,N-Diisopropylethylamine). Run in ClCCl (dichloromethane), ClCCl (dichloromethane). Run at temperature 0 celsius, time 3.5 hour. Yields the product BrCC(=O)N(CC)CC (2-bromo-N,N-diethylacetamide), triester. Isolated yield 42.0%. Reaction SMILES: [CH2:1]([N:3]([CH2:8][CH3:9])[C:4](=[O:7])[CH2:5]O)[CH3:2].C1(P(C2C=CC=CC=2)C2C=CC=CC=2)C=CC=CC=1.[Br:29]N1C(=O)CCC1=O.C(N(CC)C(C)C)(C)C>ClCCl>[Br:29][CH2:5][C:4]([N:3]([CH2:8][CH3:9])[CH2:1][CH3:2])=[O:7]. Procedure details: Under a nitrogen atmosphere, N,N-diethyl-2-hydroxy-acetamide (42 mg, 0.320 mmol) was dissolved in dichloromethane (1.5 mL) and the mixture was cooled to 0° C. Triphenylphosphine (125.9 mg, 0.480 mmol) and N-bromosuccinimide (85.4 mg, 0.480 mmol) were added in order and the mixture was stirred at room temperature for 3.5 hours. The mixture was warmed to room temperature and 2-bromo-N,N-diethylacetamide was prepared in situ. To the mixture, solution of No. 5447725 (Compound G; 56 mg, 0.080 mmol) i... Starting materials: NC1=C(C=CC=C1)C1NC2=CC=C(C=C2C(C1)(C)C)C#N (2-(2-aminophenyl)-4,4-dimethyl-1,2,3,4-tetrahydroquinoline-6-carbonitrile), N1=CC=CC=C1 (pyridine), CS(=O)(=O)Cl (methanesulfonyl chloride). The solvent is O (water), ClCCl (dichloromethane). Reaction conditions: time 3 hour. The product is C(#N)C=1C=C2C(CC(NC2=CC1)C1=C(C=CC=C1)NS(=O)(=O)C)(C)C (N-[2-(6-cyano-4,4-dimethyl-1,2,3,4-tetrahydro-quinolin-2-yl)-phenyl]-methanesulfonamide). RXN SMILES: [NH2:1][C:2]1[CH:7]=[CH:6][CH:5]=[CH:4][C:3]=1[CH:8]1[CH2:17][C:16]([CH3:19])([CH3:18])[C:15]2[C:10](=[CH:11][CH:12]=[C:13]([C:20]#[N:21])[CH:14]=2)[NH:9]1.N1C=CC=CC=1.[CH3:28][S:29](Cl)(=[O:31])=[O:30]>ClCCl.O>[C:20]([C:13]1[CH:14]=[C:15]2[C:10](=[CH:11][CH:12]=1)[NH:9][CH:8]([C:3]1[CH:4]=[CH:5][CH:6]=[CH:7][C:2]=1[NH:1][S:29]([CH3:28])(=[O:31])=[O:30])[CH2:17][C:16]2([CH3:18])[CH3:19])#[N:21]. Procedure details: To a solution of 2-(2-aminophenyl)-4,4-dimethyl-1,2,3,4-tetrahydroquinoline-6-carbonitrile (100 mg, 0.36 mmol) and pyridine (0.12 mL, 1.44 mmol) in anhydrous dichloromethane was added methanesulfonyl chloride (41.3 mg, 0.36 mmol) at ice-bath. After addition, the resulting mixture was stirred at room temperature for 3 h. The reaction mixture was diluted with water, and extracted with dichloromethane. The combined organic layer was dried over anhydrous sodium sulfate, concentrated. The residue was... Reactants: CO, NCc1ccccc1, CC(C)C(=O)CN1CCC(Nc2nc3ccccc3[nH]2)CC1. Product: CC(C)C(N)CN1CCC(Nc2nc3ccccc3[nH]2)CC1. Reaction SMILES: [CH3:31][OH:32].[c:23]1([CH2:24][NH2:30])[cH:25][cH:26][cH:27][cH:28][cH:29]1.[nH:1]1[c:2]([NH:10][CH:11]2[CH2:12][CH2:13][N:14]([CH2:17][C:18]([CH:19]([CH3:20])[CH3:21])=[O:22])[CH2:15][CH2:16]2)[n:3][c:4]2[c:5]1[cH:6][cH:7][cH:8][cH:9]2>>[n:1]1[c:2]([NH:10][CH:11]2[CH2:12][CH2:13][N:14]([CH2:17][CH:18]([CH:19]([CH3:20])[CH3:21])[NH2:30])[CH2:15][CH2:16]2)[nH:3][c:4]2[c:5]1[cH:6][cH:7][cH:8][cH:9]2. RXN SMILES: [N:1]1[CH:6]=[CH:5][CH:4]=[C:3]([CH2:7][O:8][C:9]2[CH:14]=[CH:13][C:12]([CH2:15][C:16](=O)[CH3:17])=[CH:11][CH:10]=2)[CH:2]=1.[OH:19][CH:20]([C:23]1[CH:28]=[CH:27][CH:26]=[C:25]([Cl:29])[CH:24]=1)[CH2:21][NH2:22]>O>[Cl:29][C:25]1[CH:24]=[C:23]([CH:20]([CH2:21][NH:22][CH:16]([CH3:17])[CH2:15][C:12]2[CH:13]=[CH:14][C:9]([O:8][CH2:7][C:3]3[CH:2]=[N:1][CH:6]=[CH:5][CH:4]=3)=[CH:10][CH:11]=2)[OH:19])[CH:28]=[CH:27][CH:26]=1. Run in O (water). The reactants are N1=CC(=CC=C1)COC1=CC=C(C=C1)CC(C)=O (1-[4-(3-pyridylmethyloxy)phenyl]propan-2-one), OC(CN)C1=CC(=CC=C1)Cl (2-hydroxy-2-(3-chlorophenyl)ethanamine). Reaction conditions: time 1 hour. Procedure details: A mixture of 1-[4-(3-pyridylmethyloxy)phenyl]propan-2-one (7.2 g) and 2-hydroxy-2-(3-chlorophenyl)ethanamine (5.1 g) was boiled under reflux with azeotropic removal of water until the reaction was complete. The solvent was evaporated, the residue dissolved in methanol (150 ml), cooled in an ice-bath and treated with sodium borohydride (5 g). After stirring for 1 hour the methanol was evaporated and the residue partitioned between ethyl acetate and water. The organic phase was washed with water, ... The product is ClC=1C=C(C=CC1)C(O)CNC(CC1=CC=C(C=C1)OCC=1C=NC=CC1)C (3-Chloro-α-[[[2-[4-(3-pyridylmethyloxy)phenyl]-1-methylethyl]amino]methyl]benzenemethanol). Isolated yield 54.3%.